Dataset: the Open Reaction Database (ORD), a public repository of structured organic reaction records. Task: describe an organic reaction: reactants, conditions, products, and yield The reactants are FC1=CC2=C(N(C(N2C(C)C)=O)C(=O)NCC2CCN(CC2)CC2(CCOCC2)O)C=C1F (5,6-difluoro-N-({1-[(4-hydroxytetrahydro-2H-pyran-4-yl)methyl]piperidin-4-yl}methyl)-3-isopropyl-2-oxo-2,3-dihydro-1H-benzimidazole-1-carboxamide), Cl.CO (HCl methanol). Yields the product Cl.FC1=CC2=C(N(C(N2C(C)C)=O)C(=O)NCC2CCN(CC2)CC2(CCOCC2)O)C=C1F (5,6-difluoro-N-({1-[(4-hydroxytetrahydro-2H-pyran-4-yl)methyl]piperidin-4-yl}methyl)-3-isopropyl-2-oxo-2,3-dihydro-1H-benzimidazole-1-carboxamide Hydrochloride). Reported procedure: A mixture of 5,6-difluoro-N-({1-[(4-hydroxytetrahydro-2H-pyran-4-yl)methyl]piperidin-4-yl}methyl)-3-isopropyl-2-oxo-2,3-dihydro-1H-benzimidazole-1-carboxamide (Step 3 of Example 10, 113 mg, 0.242 mmol) and 10% HCl-methanol (5 mL) was stirred for 1 h. Then, the volatile components were removed under reduced pressure and the residue was recrystallized from ethanol-diethyl ether to give 88 mg (72%) of the title compound as a colorless powder. Reaction SMILES: [F:1][C:2]1[C:32]([F:33])=[CH:31][C:5]2[N:6]([C:13]([NH:15][CH2:16][CH:17]3[CH2:22][CH2:21][N:20]([CH2:23][C:24]4([OH:30])[CH2:29][CH2:28][O:27][CH2:26][CH2:25]4)[CH2:19][CH2:18]3)=[O:14])[C:7](=[O:12])[N:8]([CH:9]([CH3:11])[CH3:10])[C:4]=2[CH:3]=1.[ClH:34].CO>>[ClH:34].[F:1][C:2]1[C:32]([F:33])=[CH:31][C:5]2[N:6]([C:13]([NH:15][CH2:16][CH:17]3[CH2:22][CH2:21][N:20]([CH2:23][C:24]4([OH:30])[CH2:25][CH2:26][O:27][CH2:28][CH2:29]4)[CH2:19][CH2:18]3)=[O:14])[C:7](=[O:12])[N:8]([CH:9]([CH3:11])[CH3:10])[C:4]=2[CH:3]=1 |f:1.2,3.4|. Yield: 72.0%. Reaction conditions: time 1 hour. Starting materials: CC(=O)N1CCN(c2ccc(Nc3nc(Nc4cccc(S(N)(=O)=O)c4)c4ccn(S(=O)(=O)c5ccc(C)cc5)c4n3)cc2)CC1, CO, [K+], [OH-]. Yields the product CC(=O)N1CCN(c2ccc(Nc3nc(Nc4cccc(S(N)(=O)=O)c4)c4cc[nH]c4n3)cc2)CC1. As a reaction SMILES: [C:1]([CH3:2])(=[O:3])[N:4]1[CH2:5][CH2:6][N:7]([c:10]2[cH:11][cH:12][c:13]([NH:16][c:17]3[n:18][c:19]([NH:36][c:37]4[cH:38][c:39]([S:43](=[O:44])(=[O:45])[NH2:46])[cH:40][cH:41][cH:42]4)[c:20]4[c:21]([n:22]3)[n:23]([S:26]([c:27]3[cH:28][cH:29][c:30]([CH3:31])[cH:32][cH:33]3)(=[O:34])=[O:35])[cH:24][cH:25]4)[cH:14][cH:15]2)[CH2:8][CH2:9]1.[CH3:49][OH:50].[K+:48].[OH-:47]>>[C:1]([CH3:2])(=[O:3])[N:4]1[CH2:5][CH2:6][N:7]([c:10]2[cH:11][cH:12][c:13]([NH:16][c:17]3[n:18][c:19]([NH:36][c:37]4[cH:38][c:39]([S:43](=[O:44])(=[O:45])[NH2:46])[cH:40][cH:41][cH:42]4)[c:20]4[c:21]([n:22]3)[nH:23][cH:24][cH:25]4)[cH:14][cH:15]2)[CH2:8][CH2:9]1. Starting materials: C(C)(C)(C)OC(=O)N1CCC(CC1)NC(CC(=O)O)=O (3-(1-(tert-Butoxycarbonyl)piperidin-4-ylamino)-3-oxopropanoic acid), C(CCl)Cl (EDC), C(C)(C)(C)OC(=O)N1CCC(CC1)NC(CC(=O)O)=O (3-(1-(tert-Butoxycarbonyl)piperidin-4-ylamino)-3-oxopropanoic acid), C=1C=CC2=C(C1)N=NN2O (HOBt), FC=1C=C(C=CC1OC1=C2C(=NC=C1)C=C(S2)C=2N(C=CN2)C)N (3-Fluoro-4-(2-(1-methyl-1H-imidazol-2-yl)thieno[3,2-b]pyridin-7-yloxy)benzenamine), C(C)(C)(C)OC(=O)N1CCC(CC1)NC(CC(=O)O)=O (3-(1-(tert-Butoxycarbonyl)piperidin-4-ylamino)-3-oxopropanoic acid), C(CCl)Cl (EDC), C(CCl)Cl (EDC). Reaction conditions: time 5 minute. The product is FC=1C=C(C=CC1OC1=C2C(=NC=C1)C=C(S2)C=2N(C=CN2)C)NC(CC(=O)NC2CCN(CC2)C(=O)OC(C)(C)C)=O (tert-butyl 4-(3-(3-fluoro-4-(2-(1-methyl-1H-imidazol-2-yl)thieno[3,2-b]pyridin-7-yloxy)phenylamino)-3-oxopropanamido)piperidine-1-carboxylate). Isolated yield 12.4%. As a reaction SMILES: [C:1]([O:5][C:6]([N:8]1[CH2:13][CH2:12][CH:11]([NH:14][C:15](=[O:20])[CH2:16][C:17]([OH:19])=O)[CH2:10][CH2:9]1)=[O:7])([CH3:4])([CH3:3])[CH3:2].C1C=CC2N(O)N=NC=2C=1.[F:31][C:32]1[CH:33]=[C:34]([NH2:54])[CH:35]=[CH:36][C:37]=1[O:38][C:39]1[CH:44]=[CH:43][N:42]=[C:41]2[CH:45]=[C:46]([C:48]3[N:49]([CH3:53])[CH:50]=[CH:51][N:52]=3)[S:47][C:40]=12.C(Cl)CCl>>[F:31][C:32]1[CH:33]=[C:34]([NH:54][C:17](=[O:19])[CH2:16][C:15]([NH:14][CH:11]2[CH2:10][CH2:9][N:8]([C:6]([O:5][C:1]([CH3:2])([CH3:3])[CH3:4])=[O:7])[CH2:13][CH2:12]2)=[O:20])[CH:35]=[CH:36][C:37]=1[O:38][C:39]1[CH:44]=[CH:43][N:42]=[C:41]2[CH:45]=[C:46]([C:48]3[N:49]([CH3:53])[CH:50]=[CH:51][N:52]=3)[S:47][C:40]=12. Procedure: To a solution of acid 42 (76 mg, 0.266 mmol) and HOBt (40 mg, 0.30 mmol) was added amine 9 (100 mg, 0.29 mmol) and the mixture was stirred at room temperature for 5 min. EDC (62 mg, 0.32 mmol) was added and combined mixture was stirred for additional 48 hours. Additional 42 (38 mg, 0.133 mmol) and EDC (31 mg, 0.16 mmol) were added and the reaction mixture was stirred for a further 24 hours. Again additional 42 (38 mg, 0.133 mmol) and EDC (31 mg, 0.16 mmol) were added and the reaction mixture was... Starting materials: ClC=1C=C(C=CC1OCC1=CC(=CC=C1)F)NC1=NC=NC2=CC=C(C=C12)NC(CCNC(COC)=O)=O (N-{4-[3-chloro-4-(3-fluoro-benzyloxy)-phenylamino]-quinazolin-6-yl}-3-(2-methoxy-acetylamino)-propionamide), C1(CC1)C(=O)O (cyclopropylcarboxylic acid), compound. The product is NCCC(=O)NC=1C=C2C(=NC=NC2=CC1)NC1=CC(=C(C=C1)OCC1=CC(=CC=C1)F)Cl (3-amino-N-{4-[3-chloro-4-(3-fluoro-benzyloxy)-phenylamino]-quinazolin-6-yl}-propionamide). Reaction SMILES: [Cl:1][C:2]1[CH:3]=[C:4]([NH:17][C:18]2[C:27]3[C:22](=[CH:23][CH:24]=[C:25]([NH:28][C:29](=[O:38])[CH2:30][CH2:31][NH:32]C(=O)COC)[CH:26]=3)[N:21]=[CH:20][N:19]=2)[CH:5]=[CH:6][C:7]=1[O:8][CH2:9][C:10]1[CH:15]=[CH:14][CH:13]=[C:12]([F:16])[CH:11]=1.C1(C(O)=O)CC1>>[NH2:32][CH2:31][CH2:30][C:29]([NH:28][C:25]1[CH:26]=[C:27]2[C:22](=[CH:23][CH:24]=1)[N:21]=[CH:20][N:19]=[C:18]2[NH:17][C:4]1[CH:5]=[CH:6][C:7]([O:8][CH2:9][C:10]2[CH:15]=[CH:14][CH:13]=[C:12]([F:16])[CH:11]=2)=[C:2]([Cl:1])[CH:3]=1)=[O:38]. Procedure details: The procedure of (20-2) of Example 20 was repeated except for using cyclopropylcarboxylic acid and 0.09 g of the compound obtained in (20-1) of Example 20 instead of methoxyacetic acid, and subjecting column chromatography (eluent-chloroform:methanol=15:1) to obtain the title compound (0.05 g, 49%). Reactants: NC=1N=CC(=NC1)C#CC[C@@H](C(=O)OC)NC(=O)OC(C)(C)C (methyl (S)-5-(5-amino-2-pyrazinyl)-2-[[(1,1-dimethylethoxy)carbonyl]amino]-pent-4-ynoate), C(=O)[O-].[NH4+] (ammonium formate). Reagents/catalysts: [Pd] (palladium-on-charcoal). Solvent: C(C)(=O)OCC (ethyl acetate), CO (methanol). Yields the product NC=1N=CC(=NC1)CCC[C@@H](C(=O)OC)NC(=O)OC(C)(C)C (methyl (S)-5-(5-amino-2-pyrazinyl)-2-[[(1,1-dimethylethoxy)carbonyl]amino]pentanoate). The yield is 78.1%. Reaction SMILES: [NH2:1][C:2]1[N:3]=[CH:4][C:5]([C:8]#[C:9][CH2:10][C@H:11]([NH:16][C:17]([O:19][C:20]([CH3:23])([CH3:22])[CH3:21])=[O:18])[C:12]([O:14][CH3:15])=[O:13])=[N:6][CH:7]=1.C([O-])=O.[NH4+]>CO.C(OCC)(=O)C.[Pd]>[NH2:1][C:2]1[N:3]=[CH:4][C:5]([CH2:8][CH2:9][CH2:10][C@H:11]([NH:16][C:17]([O:19][C:20]([CH3:23])([CH3:22])[CH3:21])=[O:18])[C:12]([O:14][CH3:15])=[O:13])=[N:6][CH:7]=1 |f:1.2|. Procedure: A mixture of methyl (S)-5-(5-amino-2-pyrazinyl)-2-[[(1,1-dimethylethoxy)carbonyl]amino]-pent-4-ynoate (10.0 g; 31.2 mmol), ammonium formate (29.7 g; 468.0 mmol) and active 10% palladium-on-charcoal (1.2 g) in methanol (100 ml) is refluxed for 3 hours. The reaction mixture is filtered and concentrated under reduced pressure. The residue obtained is taken up in ethyl acetate (300 ml), washed with brine (2×200 ml), dried over sodium sulphate, filtered and concentrated under reduced pressure. The re... Reactants: CCN=C=NCCCN(C)C, CN(C)c1ccncc1, ClCCl, Cl, O=C(O)CN1CCCC(c2ccccc2)(c2ccccc2)C1=O, CC(CN)(c1ccccc1)c1ccccc1. Yields the product CC(CNC(=O)CN1CCCC(c2ccccc2)(c2ccccc2)C1=O)(c1ccccc1)c1ccccc1. As a reaction SMILES: [CH2:41]([N:42]=[C:43]=[N:44][CH2:45][CH2:46][CH2:47][N:48]([CH3:49])[CH3:50])[CH3:51].[CH3:55][N:56]([CH3:57])[c:58]1[cH:59][cH:60][n:61][cH:62][cH:63]1.[Cl:52][CH2:53][Cl:54].[ClH:40].[O:17]=[C:18]1[N:19]([CH2:36][C:37](=[O:38])[OH:39])[CH2:20][CH2:21][CH2:22][C:23]1([c:24]1[cH:25][cH:26][cH:27][cH:28][cH:29]1)[c:30]1[cH:31][cH:32][cH:33][cH:34][cH:35]1.[c:1]1([C:7]([CH2:8][NH2:9])([CH3:10])[c:11]2[cH:12][cH:13][cH:14][cH:15][cH:16]2)[cH:2][cH:3][cH:4][cH:5][cH:6]1>>[c:1]1([C:7]([CH2:8][NH:9][C:37]([CH2:36][N:19]2[C:18](=[O:17])[C:23]([c:24]3[cH:25][cH:26][cH:27][cH:28][cH:29]3)([c:30]3[cH:31][cH:32][cH:33][cH:34][cH:35]3)[CH2:22][CH2:21][CH2:20]2)=[O:38])([CH3:10])[c:11]2[cH:12][cH:13][cH:14][cH:15][cH:16]2)[cH:2][cH:3][cH:4][cH:5][cH:6]1. Starting materials: C1CCOC1, [Li]CCCC, CP(=O)(c1ccccc1)c1ccccc1, CN(C)C=O. Yields the product O=CCP(=O)(c1ccccc1)c1ccccc1. As a reaction SMILES: [CH2:26]1[O:27][CH2:28][CH2:29][CH2:30]1.[CH3:16][CH2:17][CH2:18][CH2:19][Li:20].[CH3:1][P:2]([c:3]1[cH:4][cH:5][cH:6][cH:7][cH:8]1)([c:9]1[cH:10][cH:11][cH:12][cH:13][cH:14]1)=[O:15].[O:21]=[CH:22][N:23]([CH3:24])[CH3:25]>>[CH2:1]([P:2]([c:3]1[cH:4][cH:5][cH:6][cH:7][cH:8]1)([c:9]1[cH:10][cH:11][cH:12][cH:13][cH:14]1)=[O:15])[CH:22]=[O:21].